This data is from the Open Reaction Database (ORD), a public repository of structured organic reaction records. The task is: describe an organic reaction: reactants, conditions, products, and yield Starting materials: CCOC(=O)c1cc(OC(C)=O)c2cc(C)sc2c1, O=C([O-])[O-], CCO, ClCCl, [K+], [K+]. The product is CCOC(=O)c1cc(O)c2cc(C)sc2c1. RXN SMILES: [C:1](=[O:2])([CH3:3])[O:4][c:5]1[cH:6][c:7]([C:15](=[O:16])[O:17][CH2:18][CH3:19])[cH:8][c:9]2[c:10]1[cH:11][c:12]([CH3:14])[s:13]2.[C:20](=[O:21])([O-:22])[O-:23].[CH3:26][CH2:27][OH:28].[Cl:29][CH2:30][Cl:31].[K+:24].[K+:25]>>[OH:4][c:5]1[cH:6][c:7]([C:15](=[O:16])[O:17][CH2:18][CH3:19])[cH:8][c:9]2[c:10]1[cH:11][c:12]([CH3:14])[s:13]2. Reactants: Cl (HCl), C1(CCC2=CC=CC=C12)=O (1-indanone), C(OCC)(OCC)=O (diethyl carbonate), [H-].[Na+] (sodium hydride), C1CCOC1 (THF). Conditions: temperature 40 celsius, time 2 hour. The product is C(=O)(O)CCC1C(C2=CC=CC=C2C1)=O (2-Carboxyethyl-1-indanone). RXN SMILES: [C:1]1(=[O:10])[C:9]2[C:4](=[CH:5][CH:6]=[CH:7][CH:8]=2)[CH2:3][CH2:2]1.C(=O)(OCC)[O:12]CC.[H-].[Na+].Cl.[CH2:22]1[CH2:26][O:25]C[CH2:23]1>>[C:26]([CH2:22][CH2:23][CH:2]1[CH2:3][C:4]2[C:9](=[CH:8][CH:7]=[CH:6][CH:5]=2)[C:1]1=[O:10])([OH:25])=[O:12] |f:2.3|. Reported procedure: A mixture of 1-indanone (26.4 g, 0.2 mol), diethyl carbonate (35.4 g, 0.3 mol) and sodium hydride (16 g, 0.4 mol, 60% in oil) in THF (600 mL) was stirred at 40° C. for 2 h. The mixture was then poured onto 500 mL of 2N HCl and ice. The organic phase was separated, and the aqueous phase extracted with ether. The combined organic layers were washed with saturated NaCl, dried over Magnesium sulfate, filtered and evaporated to give the product as a syrup (38.3 gm). Starting materials: [Li]CCCC, C1=Cc2ccccc2C1, CCOCC, C1CCOC1. The product is [Li]C1C=Cc2ccccc21. As a reaction SMILES: [CH2:10]([CH2:11][CH2:12][CH3:13])[Li:14].[CH2:1]1[CH:2]=[CH:3][c:4]2[cH:5][cH:6][cH:7][cH:8][c:9]21.[CH3:15][CH2:16][O:17][CH2:18][CH3:19].[O:20]1[CH2:21][CH2:22][CH2:23][CH2:24]1>>[CH:1]1([Li:14])[CH:2]=[CH:3][c:4]2[cH:5][cH:6][cH:7][cH:8][c:9]21. Starting materials: CCO, O=C(O)CC(=O)O, O=S(Cl)Cl, OC(c1ccccc1)(c1ccccc1)c1ccccc1, O=C(O)CC(c1ccccc1)(c1ccccc1)c1ccccc1. The product is O=C(Cl)CC(c1ccccc1)(c1ccccc1)c1ccccc1. Reaction SMILES: [CH3:55][CH2:56][OH:57].[OH:21][C:22]([CH2:23][C:24](=[O:25])[OH:26])=[O:27].[S:51]([Cl:52])([Cl:53])=[O:54].[c:1]1([C:2]([c:3]2[cH:4][cH:5][cH:6][cH:7][cH:8]2)([c:9]2[cH:10][cH:11][cH:12][cH:13][cH:14]2)[OH:15])[cH:16][cH:17][cH:18][cH:19][cH:20]1.[c:28]1([C:34]([CH2:35][C:36](=[O:37])[OH:38])([c:39]2[cH:40][cH:41][cH:42][cH:43][cH:44]2)[c:45]2[cH:46][cH:47][cH:48][cH:49][cH:50]2)[cH:29][cH:30][cH:31][cH:32][cH:33]1>>[c:28]1([C:34]([CH2:35][C:36](=[O:37])[Cl:53])([c:39]2[cH:40][cH:41][cH:42][cH:43][cH:44]2)[c:45]2[cH:46][cH:47][cH:48][cH:49][cH:50]2)[cH:29][cH:30][cH:31][cH:32][cH:33]1. The reactants are C1CCOC1, CO, COC(=O)c1cccc2c1CNC2, Cl, Cl, [Li+], [OH-], O. Yields the product O=C(O)c1cccc2c1CNC2. As a reaction SMILES: [CH2:20]1[O:21][CH2:22][CH2:23][CH2:24]1.[CH3:18][OH:19].[CH3:2][O:3][C:4](=[O:5])[c:6]1[c:7]2[c:11]([cH:12][cH:13][cH:14]1)[CH2:10][NH:9][CH2:8]2.[ClH:17].[ClH:1].[Li+:15].[OH-:16].[OH2:25]>>[O:3]=[C:4]([OH:5])[c:6]1[c:7]2[c:11]([cH:12][cH:13][cH:14]1)[CH2:10][NH:9][CH2:8]2. The yield is 36.0%. Reactants: COC1=C(C=C(C=C1)S(=O)(=O)Cl)N1CCN(CC1)C(C(F)(F)F)=O (4-methoxy-3-[4-(2,2,2-trifluoro-acetyl)-piperazin-1-yl]-benzenesulfonyl chloride), O (Water), COC1=CC=C(C=C1)[Mg]Br (4-methoxyphenylmagnesium bromide), [OH-].[Na+] (NaOH). Conditions: time 1 hour. Yields the product COC1=CC=C(C=C1)S(=O)(=O)C=1C=CC(=C(C1)N1CCNCC1)OC (1-[5-(4-methoxy-benzenesulfonyl)2-methoxy-phenyl]piperazine). Reaction SMILES: [CH3:1][O:2][C:3]1[CH:8]=[CH:7][C:6]([S:9](Cl)(=[O:11])=[O:10])=[CH:5][C:4]=1[N:13]1[CH2:18][CH2:17][N:16](C(=O)C(F)(F)F)[CH2:15][CH2:14]1.[CH3:25][O:26][C:27]1[CH:32]=[CH:31][C:30]([Mg]Br)=[CH:29][CH:28]=1.[OH-].[Na+].O>C1COCC1>[CH3:25][O:26][C:27]1[CH:32]=[CH:31][C:30]([S:9]([C:6]2[CH:7]=[CH:8][C:3]([O:2][CH3:1])=[C:4]([N:13]3[CH2:14][CH2:15][NH:16][CH2:17][CH2:18]3)[CH:5]=2)(=[O:10])=[O:11])=[CH:29][CH:28]=1 |f:2.3|. Solvent: C1CCOC1 (THF), C1CCOC1 (THF). Reported procedure: To a solution of 4-methoxy-3-[4-(2,2,2-trifluoro-acetyl)-piperazin-1-yl]-benzenesulfonyl chloride (0.19 g), prepared as in Example 1 Step 2, in THF (0.5 ml) at 0° C. under argon atmosphere was added dropwise a solution of 4-methoxyphenylmagnesium bromide in THF (0.5M, 2 ml; 1 mmol). After stirring at this temperature for 1 h. A solution of 6N NaOH (0.5 ml) was added and the reaction mixture was stirred at ambient temperature for 20 h. Water was added (10 ml) and the mixture was extracted into et... The reactants are C(=C)(C)C1=C(N=C(O1)C1=CC=C(C=C1)C(F)(F)F)C(C)C (5-Isopropenyl-4-isopropyl-2-(4-trifluoromethyl-phenyl)-oxazole), 9-BBN dimer, COC(COC1=C(C=C(C=C1)Br)C)=O ((4-bromo-2-methyl-phenoxy)-acetic acid methyl ester), ClCCl (dichloromethane), C1(=CC=CC=C1)[As](C1=CC=CC=C1)C1=CC=CC=C1 (triphenylarsine), B1C2CCCC1CCC2 (9-BBN). Solvent: O1CCCC1 (tetrahydrofuran), ice water, O (water), [Cl-].[Na+].O (brine), CN(C=O)C (N,N-dimethylformamide), O (water). Reaction conditions: time 6 hour. Yields the product COC(COC1=C(C=C(C=C1)CC(C)C1=C(N=C(O1)C1=CC=C(C=C1)C(F)(F)F)C(C)C)C)=O ((4-{2-[4-Isopropyl-2-(4-trifluoromethyl-phenyl)-oxazol-5-yl]-propyl}-2-methyl-phenoxy)-acetic acid methyl ester). Reaction SMILES: [C:1]([C:4]1[O:8][C:7]([C:9]2[CH:14]=[CH:13][C:12]([C:15]([F:18])([F:17])[F:16])=[CH:11][CH:10]=2)=[N:6][C:5]=1[CH:19]([CH3:21])[CH3:20])([CH3:3])=[CH2:2].C12CCCC(CCC1)B12[H]B2(C3CCCC2CCC3)[H]1.[CH3:42][O:43][C:44](=[O:55])[CH2:45][O:46][C:47]1[CH:52]=[CH:51][C:50](Br)=[CH:49][C:48]=1[CH3:54].ClCCl.C1([As](C2C=CC=CC=2)C2C=CC=CC=2)C=CC=CC=1.B1C2CCCC1CCC2>O.[Cl-].[Na+].O.CN(C)C=O.O1CCCC1>[CH3:42][O:43][C:44](=[O:55])[CH2:45][O:46][C:47]1[CH:52]=[CH:51][C:50]([CH2:2][CH:1]([C:4]2[O:8][C:7]([C:9]3[CH:14]=[CH:13][C:12]([C:15]([F:17])([F:18])[F:16])=[CH:11][CH:10]=3)=[N:6][C:5]=2[CH:19]([CH3:21])[CH3:20])[CH3:3])=[CH:49][C:48]=1[CH3:54] |f:7.8.9|. Reported procedure: A mixture of 5-Isopropenyl-4-isopropyl-2-(4-trifluoromethyl-phenyl)-oxazole (0.5 g, 1.695 mmol), 9-BBN dimer (0.46 g, 1.865 mmol), and tetrahydrofuran (5 mL) is stirred at room temperature 6 hr. The mixture is diluted with water (1 mL). In another flask, a mixture of (4-bromo-2-methyl-phenoxy)-acetic acid methyl ester (0.53 g, 2.03 mmol), [1,1′-bis(diphenylphosphino)-ferrocene]dichloropalladium(II) complex with dichloromethane (1:1) (0.14 g, 0.17 mmol), triphenylarsine (0.1 g, 0.339 mmol), and N... Starting materials: C(#N)C1=CC=C(C=C1)B(O)O (4-Cyanophenylboronic acid), C(=O)([O-])[O-].[Na+].[Na+] (Na2CO3), O (water), ClC1=NSC(=N1)N1CCN(CC1)CCC1=CC=C(C=C1)OC (3-chloro-5-(4-(4-methoxyphenethyl)piperazin-1-yl)-1,2,4-thiadiazole). Reagents/catalysts: [Pd].C1(=CC=CC=C1)P(C1=CC=CC=C1)C1=CC=CC=C1.C1(=CC=CC=C1)P(C1=CC=CC=C1)C1=CC=CC=C1.C1(=CC=CC=C1)P(C1=CC=CC=C1)C1=CC=CC=C1.C1(=CC=CC=C1)P(C1=CC=CC=C1)C1=CC=CC=C1 (tetrakis(triphenylphosphine) palladium (0)). The solvent is CCOC(=O)C (EtOAc), COCCOC (DME). Conditions: temperature 110 celsius. The product is COC1=CC=C(C=C1)CCN1CCN(CC1)C1=NC(=NS1)C1=CC=C(C#N)C=C1 (4-(5-{4-[2-(4-Methoxy-phenyl)-ethyl]-piperazin-1-yl}-[1,2,4]thiadiazol-3-yl)-benzonitrile). RXN SMILES: Cl[C:2]1[N:6]=[C:5]([N:7]2[CH2:12][CH2:11][N:10]([CH2:13][CH2:14][C:15]3[CH:20]=[CH:19][C:18]([O:21][CH3:22])=[CH:17][CH:16]=3)[CH2:9][CH2:8]2)[S:4][N:3]=1.[C:23]([C:25]1[CH:30]=[CH:29][C:28](B(O)O)=[CH:27][CH:26]=1)#[N:24].C([O-])([O-])=O.[Na+].[Na+].O>COCCOC.[Pd].C1(P(C2C=CC=CC=2)C2C=CC=CC=2)C=CC=CC=1.C1(P(C2C=CC=CC=2)C2C=CC=CC=2)C=CC=CC=1.C1(P(C2C=CC=CC=2)C2C=CC=CC=2)C=CC=CC=1.C1(P(C2C=CC=CC=2)C2C=CC=CC=2)C=CC=CC=1.CCOC(C)=O>[CH3:22][O:21][C:18]1[CH:19]=[CH:20][C:15]([CH2:14][CH2:13][N:10]2[CH2:11][CH2:12][N:7]([C:5]3[S:4][N:3]=[C:2]([C:28]4[CH:29]=[CH:30][C:25]([C:23]#[N:24])=[CH:26][CH:27]=4)[N:6]=3)[CH2:8][CH2:9]2)=[CH:16][CH:17]=1 |f:2.3.4,7.8.9.10.11|. Reported procedure: A 5 ml micro wave vial was charged with 3-chloro-5-(4-(4-methoxyphenethyl)piperazin-1-yl)-1,2,4-thiadiazole (50 mg, 148 μmol) in 3 mL DME. 4-Cyanophenylboronic acid (26.0 mg, 177 μmol), Na2CO3 (18.8 mg, 177 μmol), tetrakis(triphenylphosphine) palladium (0) (3.41 mg, 2.95 μmol) and water (1.5 mL) was added. The vial was capped and the mixture was heated in oil bath at 110° C. over night. 2 mL EtOAc were added and the aqueous part was separated. The organic layer was dried over Na2SO4, filtered of...